From a dataset of the Open Reaction Database (ORD), a public repository of structured organic reaction records. describe an organic reaction: reactants, conditions, products, and yield Starting materials: CC(C(=O)OC)(CO)C (methyl 2,2-dimethyl-3-hydroxypropionate), [OH-].[K+] (KOH). Run in CO (MeOH), O (H2O). Run at time 5 hour. Product: CC(C(=O)[O-])(CO)C.[K+] (potassium 2,2-dimethyl-3-hydroxypropionate). Yield: 90.4%. RXN SMILES: [CH3:1][C:2]([CH3:9])([CH2:7][OH:8])[C:3]([O:5]C)=[O:4].[OH-].[K+:11]>CO.O>[CH3:1][C:2]([CH3:9])([CH2:7][OH:8])[C:3]([O-:5])=[O:4].[K+:11] |f:1.2,5.6|. Procedure: A solution of methyl 2,2-dimethyl-3-hydroxypropionate (25.0 g, 0.189 mol) in 100 mL of MeOH was treated with a solution of KOH (11.7 g, 0.208 mol) in 50 mL of H2O and the resulting mixture stirred at room temperature for 5 hours. The reaction mixture was heated under reflux for 30 minutes, methanol was distilled and the remaining solution shell frozen and lyophilized to give 26.7 g (90.6%) of potassium 2,2-dimethyl-3-hydroxypropionate as a white solid. The potassium salt (13.0 g, 0.083 mol) was ... Reactants: N1C=C(C2=CC=CC=C12)C1CCC(CC1)=O (4-(1H-3-Indolyl)-cyclohexanone), O1CCOC12CCC(CC2)C2=NNC1=CC=CC=C21 (3-(1,4-dioxa-spiro[4,5]dec-8-yl)-1H-azaindole). Yields the product N1C=C(C=2C1=NC=CC2)C2CCC(CC2)=O (4-(1H-3-pyrrolo[2,3-b]pyridyl)-cyclohexanone). Isolated yield 95.0%. Reaction SMILES: [NH:1]1[C:9]2[C:4](=[CH:5][CH:6]=[CH:7]C=2)[C:3]([CH:10]2[CH2:15][CH2:14][C:13](=[O:16])[CH2:12][CH2:11]2)=[CH:2]1.O1C2(CCC(C3C4C(=CC=CC=4)N[N:28]=3)CC2)OCC1>>[NH:1]1[C:9]2=[N:28][CH:7]=[CH:6][CH:5]=[C:4]2[C:3]([CH:10]2[CH2:15][CH2:14][C:13](=[O:16])[CH2:12][CH2:11]2)=[CH:2]1. Reported procedure: This compound was prepared in the manner described above for intermediate 3a by replacing 3-(1,4-dioxa-spiro[4,5]dec-8-yl)-1H-indole with 3-(1,4-dioxa-spiro[4,5]dec-8-yl)-1H-azaindole (2.48 g) to afford 1.96 g (95%) of the title compound as a white solid: mp 162-164° C. Reactants: CSC(=NC#N)SC, NCCNCc1ccccc1, ClCCl, C1COCCO1. The product is N#CN=C1NCCN1Cc1ccccc1. As a reaction SMILES: [C:12](#[N:13])[N:14]=[C:15]([S:16][CH3:17])[S:18][CH3:19].[CH2:1]([c:2]1[cH:3][cH:4][cH:5][cH:6][cH:7]1)[NH:8][CH2:9][CH2:10][NH2:11].[Cl:26][CH2:27][Cl:28].[O:20]1[CH2:21][CH2:22][O:23][CH2:24][CH2:25]1>>[CH2:1]([c:2]1[cH:3][cH:4][cH:5][cH:6][cH:7]1)[N:8]1[CH2:9][CH2:10][NH:11][C:15]1=[N:14][C:12]#[N:13]. The reactants are N#CCCCBr, CN(C(=O)c1ccc(Cl)c(Br)c1)c1ccccc1O, CN(C)C=O. The product is CN(C(=O)c1ccc(Cl)c(Br)c1)c1ccccc1OCCCC#N. RXN SMILES: [Br:1][CH2:2][CH2:3][CH2:4][C:5]#[N:6].[Br:7][c:8]1[cH:9][c:10]([C:11](=[O:12])[N:13]([CH3:14])[c:15]2[c:16]([OH:21])[cH:17][cH:18][cH:19][cH:20]2)[cH:22][cH:23][c:24]1[Cl:25].[O:26]=[CH:27][N:28]([CH3:29])[CH3:30]>>[CH2:2]([CH2:3][CH2:4][C:5]#[N:6])[O:21][c:16]1[c:15]([N:13]([C:11]([c:10]2[cH:9][c:8]([Br:7])[c:24]([Cl:25])[cH:23][cH:22]2)=[O:12])[CH3:14])[cH:20][cH:19][cH:18][cH:17]1. Reactants: COc1ccc(CO)cc1, Cc1ccccc1, CCOCC, Nc1nc(Cl)ccc1[N+](=O)[O-], [Na], O. The product is COc1ccc(COc2ccc([N+](=O)[O-])c(N)n2)cc1. As a reaction SMILES: [CH3:1][O:2][c:3]1[cH:4][cH:5][c:6]([CH2:7][OH:8])[cH:9][cH:10]1.[CH3:24][c:25]1[cH:26][cH:27][cH:28][cH:29][cH:30]1.[CH3:31][CH2:32][O:33][CH2:34][CH3:35].[Cl:12][c:13]1[cH:14][cH:15][c:16]([N+:20](=[O:21])[O-:22])[c:17]([NH2:19])[n:18]1.[Na:11].[OH2:23]>>[CH3:1][O:2][c:3]1[cH:4][cH:5][c:6]([CH2:7][O:8][c:13]2[cH:14][cH:15][c:16]([N+:20](=[O:21])[O-:22])[c:17]([NH2:19])[n:18]2)[cH:9][cH:10]1. The reactants are [BH4-], CC1(C)CC(=O)OC(=O)C1, [Na+], C1CCOC1. Product: CC1(C)CCOC(=O)C1. RXN SMILES: [BH4-:1].[CH3:3][C:4]1([CH3:12])[CH2:5][C:6](=[O:7])[O:8][C:9](=[O:11])[CH2:10]1.[Na+:2].[O:13]1[CH2:14][CH2:15][CH2:16][CH2:17]1>>[CH3:3][C:4]1([CH3:12])[CH2:5][C:6](=[O:7])[O:8][CH2:9][CH2:10]1. Reactants: NC=1C(=NC=C(N1)Cl)C#N (3-amino-5-chloro-2-pyrazinecarbonitrile), COCOCC(=N)N (2-(methoxymethoxy)acetamidine), CO (methanol). RXN SMILES: N[C:2]1[C:3]([C:9]#[N:10])=[N:4][CH:5]=[C:6](Cl)[N:7]=1.[CH3:11][O:12][CH2:13][O:14][CH2:15][C:16]([NH2:18])=[NH:17].[CH3:19][OH:20]>>[NH2:10][C:9]1[C:3]2[C:2](=[N:7][C:6]([O:20][CH3:19])=[CH:5][N:4]=2)[N:18]=[C:16]([CH2:15][O:14][CH2:13][O:12][CH3:11])[N:17]=1. The product is NC1=NC(=NC2=NC(=CN=C12)OC)COCOC (4-Amino-7-methoxy-2-(methoxymethoxymethyl)pteridine). Reported procedure: Obtained using the procedure described in section c of Example 2, starting with 11.2 g (0.0725 mole) of 3-amino-5-chloro-2-pyrazinecarbonitrile[prepared according to E. C. Taylor et al. 1975, 40, 2341] and the above solution of 2-(methoxymethoxy)acetamidine in methanol. Refluxing time: 5 hours. Yld: 13.2 g (72%), m.p. 193°-195° C.